This data is from the Open Reaction Database (ORD), a public repository of structured organic reaction records. The task is: describe an organic reaction: reactants, conditions, products, and yield Starting materials: O=C([O-])[O-], CC(Br)C(=O)NS(C)(=O)=O, CC(C)=O, Cc1nn(-c2cc(Oc3ccc(O)cc3)c(Cl)cc2F)c(=O)n1C(F)F, [K+], [K+]. The product is Cc1nn(-c2cc(Oc3ccc(OC(C)C(=O)NS(C)(=O)=O)cc3)c(Cl)cc2F)c(=O)n1C(F)F. As a reaction SMILES: [C:37](=[O:38])([O-:39])[O-:40].[CH3:27][S:28](=[O:29])(=[O:30])[NH:31][C:32]([CH:33]([CH3:34])[Br:35])=[O:36].[CH3:43][C:44](=[O:45])[CH3:46].[Cl:1][c:2]1[cH:3][c:4]([F:26])[c:5](-[n:16]2[n:17][c:18]([CH3:25])[n:19]([CH:22]([F:23])[F:24])[c:20]2=[O:21])[cH:6][c:7]1[O:8][c:9]1[cH:10][cH:11][c:12]([OH:15])[cH:13][cH:14]1.[K+:41].[K+:42]>>[Cl:1][c:2]1[cH:3][c:4]([F:26])[c:5](-[n:16]2[n:17][c:18]([CH3:25])[n:19]([CH:22]([F:23])[F:24])[c:20]2=[O:21])[cH:6][c:7]1[O:8][c:9]1[cH:10][cH:11][c:12]([O:15][CH:33]([C:32]([NH:31][S:28]([CH3:27])(=[O:29])=[O:30])=[O:36])[CH3:34])[cH:13][cH:14]1. The reactants are COC([C@@H](NC(C1=C(C=C(C=C1)S(=O)(=O)Cl)C1=CC=CC=C1)=O)CCSC)=O (4-chlorosulfonyl-2-phenylbenzoyl methionine methyl ester), N (ammonia). Solvent: ClCCl (dichloromethane). Product: COC([C@@H](NC(C1=C(C=C(C=C1)S(=O)(=O)N)C1=CC=CC=C1)=O)CCSC)=O (4-Aminosulfonyl-2-phenylbenzoylmethionine methyl ester). RXN SMILES: [CH3:1][O:2][C:3](=[O:28])[C@H:4]([CH2:24][CH2:25][S:26][CH3:27])[NH:5][C:6](=[O:23])[C:7]1[CH:12]=[CH:11][C:10]([S:13](Cl)(=[O:15])=[O:14])=[CH:9][C:8]=1[C:17]1[CH:22]=[CH:21][CH:20]=[CH:19][CH:18]=1.[NH3:29]>ClCCl>[CH3:1][O:2][C:3](=[O:28])[C@H:4]([CH2:24][CH2:25][S:26][CH3:27])[NH:5][C:6](=[O:23])[C:7]1[CH:12]=[CH:11][C:10]([S:13]([NH2:29])(=[O:15])=[O:14])=[CH:9][C:8]=1[C:17]1[CH:22]=[CH:21][CH:20]=[CH:19][CH:18]=1. Procedure details: To a solution of 4-chlorosulfonyl-2-phenylbenzoyl methionine methyl ester from Example 5E in dichloromethane is added aqueous ammonia and the mixture is stirred until the reaction is judged complete by TLC analysis. The organic phase is separated, dried and evaporated and the product is purified by chromatography on silica gel. Starting materials: FC1=C(C=O)C(=CC=C1)C(F)(F)F (2-fluoro-6-trifluoromethylbenzaldehyde), [OH-].[Na+] (sodium hydroxide). Run at temperature 80 celsius. Product: OC1=C(C=O)C(=CC=C1)C(F)(F)F (2-hydroxy-6-trifluoromethylbenzaldehyde). RXN SMILES: F[C:2]1[CH:9]=[CH:8][CH:7]=[C:6]([C:10]([F:13])([F:12])[F:11])[C:3]=1[CH:4]=[O:5].[OH-:14].[Na+]>>[OH:14][C:2]1[CH:9]=[CH:8][CH:7]=[C:6]([C:10]([F:13])([F:12])[F:11])[C:3]=1[CH:4]=[O:5] |f:1.2|. Procedure: A mixture of 2-fluoro-6-trifluoromethylbenzaldehyde (25 g) and aqueous sodium hydroxide solution (0.5 M; 866 ml) was stirred and heated at 80° C. under nitrogen for 43 hours. The cooled solution was washed with ether (2×350 ml), acidified with concentrated hydrochloric acid, then extracted with ether (2×500 ml). The combined extracts were dried over magnesium sulphate and the solvent removed in vacuo. The residue was purified by flash chromatography over silica eluting with a 95:5 mixture of dic...